Dataset: the Open Reaction Database (ORD), a public repository of structured organic reaction records. Task: describe an organic reaction: reactants, conditions, products, and yield The product is CC(C)(C)OC(=O)Nc1ccc2ccc(S(C)(=O)=O)cc2c1Br. RXN SMILES: [CH3:1][S:2](=[O:3])(=[O:4])[c:5]1[cH:6][cH:7][c:8]2[cH:9][cH:10][c:11]([NH:15][C:16]([O:17][C:18]([CH3:19])([CH3:20])[CH3:21])=[O:22])[cH:12][c:13]2[cH:14]1.[CH3:31][C:32]#[N:33].[O:23]=[C:24]1[N:25]([Br:30])[C:26](=[O:27])[CH2:28][CH2:29]1>>[CH3:1][S:2](=[O:3])(=[O:4])[c:5]1[cH:6][cH:7][c:8]2[cH:9][cH:10][c:11]([NH:15][C:16]([O:17][C:18]([CH3:19])([CH3:20])[CH3:21])=[O:22])[c:12]([Br:30])[c:13]2[cH:14]1. Starting materials: CC(C)(C)OC(=O)Nc1ccc2ccc(S(C)(=O)=O)cc2c1, CC#N, O=C1CCC(=O)N1Br. The product is OC1=C2C=C(C=NC2=CC=C1)C (5-Hydroxy-3-methylquinoline). Reactants: COC1=C2C=C(C=NC2=CC=C1)C (5-methoxy-3-methylquinoline), Cl.N1=CC=CC=C1 (pyridine hydrochloride). Procedure details: To a stirred solution of N-pivaloyl-3-methoxyaniline (4.14 g, 20 mmol) in dry tetrahydrofuran (80 mL) at 0° C. under argon was added a solution of sec-butyllithium in cyclohexane (1.4 M, 35.7 mL, 50 mmol), dropwise over 0.2 h (T≦0° C.) and the resulting mixture was stirred at 0-5° C. for 2 h. The mixture was cooled to −5° C. then dry N,N-dimethylformamide (2.3 mL, 30 mmol) was added dropwise, and the resulting solution stirred at 0° C. for 1 h then at 20° C. for 20 h. The mixture was cooled to 0... RXN SMILES: C[O:2][C:3]1[CH:12]=[CH:11][CH:10]=[C:9]2[C:4]=1[CH:5]=[C:6]([CH3:13])[CH:7]=[N:8]2.Cl.N1C=CC=CC=1>>[OH:2][C:3]1[CH:12]=[CH:11][CH:10]=[C:9]2[C:4]=1[CH:5]=[C:6]([CH3:13])[CH:7]=[N:8]2 |f:1.2|. Conditions: temperature 200 celsius, time 2.5 hour. Isolated yield 60.8%. The reactants are N1=CC=CC2=CC(=CC=C12)NC(OC(C)(C)C)=O (tert-butyl N-(quinolin-6-yl)carbamate), C(=O)(C(F)(F)F)O (TFA). The solvent is C(Cl)Cl (DCM). Reaction conditions: time 8 hour. The product is N1=CC=CC2=CC(=CC=C12)N (quinolin-6-amine). Yield: 86.8%. As a reaction SMILES: [N:1]1[C:10]2[C:5](=[CH:6][C:7]([NH:11]C(=O)OC(C)(C)C)=[CH:8][CH:9]=2)[CH:4]=[CH:3][CH:2]=1.C(O)(C(F)(F)F)=O>C(Cl)Cl>[N:1]1[C:10]2[C:5](=[CH:6][C:7]([NH2:11])=[CH:8][CH:9]=2)[CH:4]=[CH:3][CH:2]=1. Procedure details: To a solution of tert-butyl N-(quinolin-6-yl)carbamate (1.3 g, 5.32 mmol) in DCM (40 ml) was added TFA (10 ml) with stirring overnight at room temperature. The resulting mixture was concentrated under vacuum, diluted with water (30 ml), adjusted pH to 8 with NaHCO3 solution, extracted with dichloromethane (2×20 ml), dried over magnesium sulfate and concentrated in vacuo to give quinolin-6-amine as a yellow solid (666 mg, 87%). As a reaction SMILES: [CH:1](=O)/[CH:2]=[CH:3]/[CH2:4][CH2:5][CH2:6][CH2:7][CH2:8][CH2:9][CH3:10].C(C=P(C1C=CC=CC=1)(C1C=CC=CC=1)C1C=CC=CC=1)(OC)=O.CCCCCC.[C:42]([O:45]CC)(=[O:44])[CH3:43]>C(Cl)Cl>[C:42]([OH:45])(=[O:44])/[CH:43]=[CH:1]/[CH:2]=[CH:3]/[CH2:4][CH2:5][CH2:6][CH2:7][CH2:8][CH2:9][CH3:10] |f:2.3|. Reported procedure: To trans-2-decenal (5.0 g) dissolved in methylene chloride (80 ml) was added (carbomethoxymethylene)-triphenylphosphorane (11.99 g), and the mixture was stirred for 2 hours. The reaction mixture was subjected to chromatography on a silica gel column with eluent systems of n-hexane-ethyl acetate (from 100:1 to 20:1) to give the methyl ester of trans,trans-2,4-dodecadienoic acid (6.1 g). Potassium hydroxide (8.1 g) was dissolved in a mixed solvent of ethanol-water (1:1) (100 ml). The methyl ester ... Run in C(Cl)Cl (methylene chloride). Reaction conditions: time 2 hour. Yields the product methyl ester, C(\C=C\C=C\CCCCCCC)(=O)O (trans,trans-2,4-dodecadienoic acid). Reactants: C(\C=C\CCCCCCC)=O (trans-2-decenal), CCCCCC.C(C)(=O)OCC (n-hexane ethyl acetate), C(=O)(OC)C=P(C1=CC=CC=C1)(C1=CC=CC=C1)C1=CC=CC=C1 ((carbomethoxymethylene)-triphenylphosphorane). Reactants: N#Cc1cccc(-c2oc(C(=O)O)cc2-c2cc(F)cc(Cl)c2)c1, CCOC(=O)c1cc(-c2cc(F)cc(Cl)c2)c(-c2ccc(F)c(Cl)c2)o1. Product: O=C(O)c1cc(-c2cc(F)cc(Cl)c2)c(-c2ccc(F)c(Cl)c2)o1. Reaction SMILES: [Cl:1][c:2]1[cH:3][c:4](-[c:5]2[cH:6][c:7]([C:8]([OH:9])=[O:10])[o:11][c:12]2-[c:13]2[cH:14][cH:15][cH:16][c:17]([C:18]#[N:19])[cH:20]2)[cH:21][c:22]([F:23])[cH:24]1.[Cl:25][c:26]1[cH:27][c:28](-[c:33]2[c:34](-[c:43]3[cH:44][c:45]([Cl:50])[cH:46][c:47]([F:49])[cH:48]3)[cH:35][c:36]([C:38](=[O:39])[O:40][CH2:41][CH3:42])[o:37]2)[cH:29][cH:30][c:31]1[F:32]>>[Cl:25][c:26]1[cH:27][c:28](-[c:33]2[c:34](-[c:43]3[cH:44][c:45]([Cl:50])[cH:46][c:47]([F:49])[cH:48]3)[cH:35][c:36]([C:38](=[O:39])[OH:40])[o:37]2)[cH:29][cH:30][c:31]1[F:32]. The reactants are ClC=1C=C(C=CC1)N1C(O[C@@]2(C1)CN([C@@H](C2)C(=O)O)C([C@H](C(C)(C)C)NC(CC2CCCCC2)=O)=O)=O ((5R,8S)-3-(3-chlorophenyl)-7-((S)-2-(2-cyclohexylacetamido)-3,3-dimethylbutanoyl)-2-oxo-1-oxa-3,7-diazaspiro[4.4]nonane-8-carboxylic acid), N[C@H](C(C(=O)NC1CC1)O)CCC ((3S)-3-amino-N-cyclopropyl-2-hydroxyhexanamide). Yields the product ClC=1C=C(C=CC1)N1C(O[C@@]2(C1)CN([C@@H](C2)C(=O)N[C@H](C(C(=O)NC2CC2)O)CCC)C([C@H](C(C)(C)C)NC(CC2CCCCC2)=O)=O)=O ((5R,8S)-3-(3-chlorophenyl)-7-((S)-2-(2-cyclohexylacetamido)-3,3-dimethylbutanoyl)-N-((3S)-1-(cyclopropylamino)-2-hydroxy-1-oxohexan-3-yl)-2-oxo-1-oxa-3,7-diazaspiro[4.4]nonane-8-carboxamide). Isolated yield 63.6%. As a reaction SMILES: [Cl:1][C:2]1[CH:3]=[C:4]([N:8]2[CH2:12][C@:11]3([CH2:16][C@@H:15]([C:17]([OH:19])=O)[N:14]([C:20](=[O:36])[C@@H:21]([NH:26][C:27](=[O:35])[CH2:28][CH:29]4[CH2:34][CH2:33][CH2:32][CH2:31][CH2:30]4)[C:22]([CH3:25])([CH3:24])[CH3:23])[CH2:13]3)[O:10][C:9]2=[O:37])[CH:5]=[CH:6][CH:7]=1.[NH2:38][C@@H:39]([CH2:48][CH2:49][CH3:50])[CH:40]([OH:47])[C:41]([NH:43][CH:44]1[CH2:46][CH2:45]1)=[O:42]>>[Cl:1][C:2]1[CH:3]=[C:4]([N:8]2[CH2:12][C@:11]3([CH2:16][C@@H:15]([C:17]([NH:38][C@@H:39]([CH2:48][CH2:49][CH3:50])[CH:40]([OH:47])[C:41]([NH:43][CH:44]4[CH2:45][CH2:46]4)=[O:42])=[O:19])[N:14]([C:20](=[O:36])[C@@H:21]([NH:26][C:27](=[O:35])[CH2:28][CH:29]4[CH2:30][CH2:31][CH2:32][CH2:33][CH2:34]4)[C:22]([CH3:25])([CH3:23])[CH3:24])[CH2:13]3)[O:10][C:9]2=[O:37])[CH:5]=[CH:6][CH:7]=1. Procedure details: Following the procedure from Example 1 step I using (5R,8S)-3-(3-chlorophenyl)-7-((S)-2-(2-cyclohexylacetamido)-3,3-dimethylbutanoyl)-2-oxo-1-oxa-3,7-diazaspiro[4.4]nonane-8-carboxylic acid (D4) (12 mg, 22 μmol) and (3S)-3-amino-N-cyclopropyl-2-hydroxyhexanamide (7.3 mg, 33 μmol) gave 10 mg (14 μmol) of (5R,8S)-3-(3-chlorophenyl)-7-((S)-2-(2-cyclohexylacetamido)-3,3-dimethylbutanoyl)-N-((3S)-1-(cyclopropylamino)-2-hydroxy-1-oxohexan-3-yl)-2-oxo-1-oxa-3,7-diazaspiro[4.4]nonane-8-carboxamide (E4)....